The task is: describe an organic reaction: reactants, conditions, products, and yield. This data is from the Open Reaction Database (ORD), a public repository of structured organic reaction records. The reactants are CCCO, CCOC(C)=O, CC(=O)O, O=[N+]([O-])c1cnccc1-c1ccc(Cl)cc1, [Fe], O. Yields the product Nc1cnccc1-c1ccc(Cl)cc1. RXN SMILES: [CH2:22]([OH:23])[CH2:24][CH3:25].[CH2:26]([O:27][C:28](=[O:29])[CH3:30])[CH3:31].[CH3:18][C:19](=[O:20])[OH:21].[Cl:1][c:2]1[cH:3][cH:4][c:5](-[c:8]2[c:9]([N+:14]([O-:15])=[O:16])[cH:10][n:11][cH:12][cH:13]2)[cH:6][cH:7]1.[Fe:32].[OH2:17]>>[Cl:1][c:2]1[cH:3][cH:4][c:5](-[c:8]2[c:9]([NH2:14])[cH:10][n:11][cH:12][cH:13]2)[cH:6][cH:7]1.